Dataset: the Open Reaction Database (ORD), a public repository of structured organic reaction records. Task: describe an organic reaction: reactants, conditions, products, and yield Starting materials: CN(C(=S)N1CCN(CC1)C(=O)C=1OC=CC1)C1=CC(=C(C=C1C#N)OC)OC (methyl-N-(3,4-dimethoxy-6-cyanophenyl)-[4-(2-furoyl)-1-piperazinyl]thioformamidate), [Cl-].[NH4+] (ammonium chloride). The solvent is C(=O)N (formamide). Conditions: temperature 120 celsius. Product: COC=1C=C2C(=CC1OC)N=C(N=C2N)N3CCN(CC3)C(=O)C4=CC=CO4.Cl (prazosine hydrochloride). As a reaction SMILES: C[N:2]([C:18]1[C:23]([C:24]#[N:25])=[CH:22][C:21]([O:26][CH3:27])=[C:20]([O:28][CH3:29])[CH:19]=1)[C:3]([N:5]1[CH2:10][CH2:9][N:8]([C:11]([C:13]2[O:14][CH:15]=[CH:16][CH:17]=2)=[O:12])[CH2:7][CH2:6]1)=S.[Cl-:30].[NH4+:31]>C(N)=O>[CH3:27][O:26][C:21]1[CH:22]=[C:23]2[C:24]([NH2:25])=[N:31][C:3]([N:5]3[CH2:6][CH2:7][N:8]([C:11]([C:13]4[O:14][CH:15]=[CH:16][CH:17]=4)=[O:12])[CH2:9][CH2:10]3)=[N:2][C:18]2=[CH:19][C:20]=1[O:28][CH3:29].[ClH:30] |f:1.2,4.5|. Procedure: 275 g (0.66 moles) of methyl-N-(3,4-dimethoxy-6-cyanophenyl)-[4-(2-furoyl)-1-piperazinyl]thioformamidate is dissolved in 3000 ml of formamide, and 1375 g (25.7 moles) of ammonium chloride is added while stirring. Thereafter, the reaction mixture is heated for 15-20 hours at 120° C., while stirring and also feeding nitrogen gas in order to remove the methane thiol produced (can be absorbed into a sodium hypochlorite solution). The prazosine hydrochloride produced gradually crystallizes out from t...